From a dataset of the Open Reaction Database (ORD), a public repository of structured organic reaction records. describe an organic reaction: reactants, conditions, products, and yield Reaction SMILES: Cl[C:2]1[N:7]=[CH:6][N:5]=[C:4]([N:8]2[CH2:17][CH2:16][C:15]3[C:14]([N:18]4[CH2:23][CH2:22][O:21][CH2:20][C@@H:19]4[CH3:24])=[N:13][C:12]([C:25]4[CH:30]=[CH:29][C:28]([NH:31][C:32]([NH:34][CH2:35][CH3:36])=[O:33])=[CH:27][CH:26]=4)=[N:11][C:10]=3[CH2:9]2)[N:3]=1.CO>[Pd]>[CH2:35]([NH:34][C:32]([NH:31][C:28]1[CH:29]=[CH:30][C:25]([C:12]2[N:13]=[C:14]([N:18]3[CH2:23][CH2:22][O:21][CH2:20][C@@H:19]3[CH3:24])[C:15]3[CH2:16][CH2:17][N:8]([C:4]4[N:3]=[CH:2][N:7]=[CH:6][N:5]=4)[CH2:9][C:10]=3[N:11]=2)=[CH:26][CH:27]=1)=[O:33])[CH3:36]. Reaction conditions: temperature 65 celsius, time 8 hour. Reported procedure: Step 2—Synthesis of vg: (S)-1-(4-(7-(4-chloro-1,3,5-triazin-2-yl)-4-(3-methylmorpholino)-5,6,7,8-tetrahydropyrido[3,4-d]pyrimidin-2-yl)phenyl)-3-ethylurea (0.147 g, 0.000288 mol), Palladium on Carbon 10% (0.1:0.9, Palladium:carbon black, 0.116 g), and Methanol (10.0 mL, 0.247 mol) were combined under N2 then purged with hydrogen, heated at 65° C. and stirred overnight. The reaction mixture was purged with N2, added celite, filtered through celite, filtered through a disc filter, concentrated, an... The reagents and catalysts are [Pd] (Palladium on Carbon). Yields the product C(C)NC(=O)NC1=CC=C(C=C1)C=1N=C(C2=C(N1)CN(CC2)C2=NC=NC=N2)N2[C@H](COCC2)C ((S)-1-ethyl-3-(4-(4-(3-methylmorpholino)-7-(1,3,5-triazin-2-yl)-5,6,7,8-tetrahydropyrido[3,4-d]pyrimidin-2-yl)phenyl)urea). The reactants are ClC1=NC(=NC=N1)N1CC=2N=C(N=C(C2CC1)N1[C@H](COCC1)C)C1=CC=C(C=C1)NC(=O)NCC ((S)-1-(4-(7-(4-chloro-1,3,5-triazin-2-yl)-4-(3-methylmorpholino)-5,6,7,8-tetrahydropyrido[3,4-d]pyrimidin-2-yl)phenyl)-3-ethylurea), CO (Methanol). Starting materials: CN(C)C=O, O=C(Nc1ccc([N+](=O)[O-])cn1)C(CC1CCCC1)n1cnc(C(F)(F)F)c1, O, [Zn]. Yields the product Nc1ccc(NC(=O)C(CC2CCCC2)n2cnc(C(F)(F)F)c2)nc1. RXN SMILES: [CH3:29][N:30]([CH3:31])[CH:32]=[O:33].[CH:1]1([CH2:6][CH:7]([C:8](=[O:9])[NH:10][c:11]2[n:12][cH:13][c:14]([N+:17]([O-:18])=[O:19])[cH:15][cH:16]2)[n:20]2[cH:21][n:22][c:23]([C:25]([F:26])([F:27])[F:28])[cH:24]2)[CH2:2][CH2:3][CH2:4][CH2:5]1.[OH2:34].[Zn:35]>>[CH:1]1([CH2:6][CH:7]([C:8](=[O:9])[NH:10][c:11]2[n:12][cH:13][c:14]([NH2:17])[cH:15][cH:16]2)[n:20]2[cH:21][n:22][c:23]([C:25]([F:26])([F:27])[F:28])[cH:24]2)[CH2:2][CH2:3][CH2:4][CH2:5]1. Reactants: ClC1=CC(=C(C=N1)CC(=O)N)NCC1=CC(=CC(=C1)F)F (6-chloro-4-[(3,5-difluorobenzyl)amino]pyridine-3-carboxyamide), compound, C(#N)C1=CC(=C(C=C1)N)N (4-cyano-1,2-phenylenediamine), NC1=C(C=CC(=C1)C#N)NC1=CC(=C(C=N1)CC(=O)N)NCC1=CC(=CC(=C1)F)F (6-[(2-amino-4-cyanophenyl)amino]-4-[(3,5-difluorobenzyl)amino]pyridine-3-carboxyamide). The product is NC1=C(C=C(C=C1)C#N)NC1=CC(=C(C=N1)CC(=O)N)NCC1=CC(=CC(=C1)F)F (6-[(2-amino-5-cyanophenyl)amino]-4-[(3,5-difluorobenzyl)amino]pyridine-3-carboxyamide), oil. Isolated yield 7.0%. As a reaction SMILES: Cl[C:2]1[N:7]=[CH:6][C:5]([CH2:8][C:9]([NH2:11])=[O:10])=[C:4]([NH:12][CH2:13][C:14]2[CH:19]=[C:18]([F:20])[CH:17]=[C:16]([F:21])[CH:15]=2)[CH:3]=1.[C:22]([C:24]1[CH:29]=[CH:28][C:27]([NH2:30])=[C:26]([NH2:31])[CH:25]=1)#[N:23].NC1C=C(C#N)C=CC=1NC1N=CC(CC(N)=O)=C(NCC2C=C(F)C=C(F)C=2)C=1>>[NH2:30][C:27]1[CH:28]=[CH:29][C:24]([C:22]#[N:23])=[CH:25][C:26]=1[NH:31][C:2]1[N:7]=[CH:6][C:5]([CH2:8][C:9]([NH2:11])=[O:10])=[C:4]([NH:12][CH2:13][C:14]2[CH:19]=[C:18]([F:20])[CH:17]=[C:16]([F:21])[CH:15]=2)[CH:3]=1. Reported procedure: From 6-chloro-4-[(3,5-difluorobenzyl)amino]pyridine-3-carboxyamide (the compound of Example 20) and 4-cyano-1,2-phenylenediamine in a manner similar to step 1 of Example 365, a mixture of 6-[(2-amino-4-cyanophenyl)amino]-4-[(3,5-difluorobenzyl)amino]pyridine-3-carboxyamide and 6-[(2-amino-5-cyanophenyl)amino]-4-[(3,5-difluorobenzyl)amino]pyridine-3-carboxyamide (1H-NMR integral ratio 1:6) was obtained as a light yellow oil (yield 7%). The reactants are [OH-].[Na+] (NaOH), COC(CC1=C(N(C2=NC=CC=C21)CC2=CC=C(C=C2)[N+](=O)[O-])C)=O ([2-methyl-1-(4-nitro-benzyl)-1H-pyrrolo[2,3-b]pyridin-3-yl]-acetic acid methyl ester). The solvent is C1CCOC1.CO (THF MeOH). Run at time 4 hour. Product: CC1=C(C=2C(=NC=CC2)N1CC1=CC=C(C=C1)[N+](=O)[O-])CC(=O)O ([2-Methyl-1-(4-nitro-benzyl)-1H-pyrrolo[2,3-b]pyridin-3-yl]-acetic acid). RXN SMILES: [OH-].[Na+].C[O:4][C:5](=[O:27])[CH2:6][C:7]1[C:15]2[C:10](=[N:11][CH:12]=[CH:13][CH:14]=2)[N:9]([CH2:16][C:17]2[CH:22]=[CH:21][C:20]([N+:23]([O-:25])=[O:24])=[CH:19][CH:18]=2)[C:8]=1[CH3:26]>C1COCC1.CO>[CH3:26][C:8]1[N:9]([CH2:16][C:17]2[CH:18]=[CH:19][C:20]([N+:23]([O-:25])=[O:24])=[CH:21][CH:22]=2)[C:10]2=[N:11][CH:12]=[CH:13][CH:14]=[C:15]2[C:7]=1[CH2:6][C:5]([OH:27])=[O:4] |f:0.1,3.4|. Procedure: 1M Aqueous NaOH (1.18 ml) is added to a stirring suspension of [2-methyl-1-(4-nitro-benzyl)-1H-pyrrolo[2,3-b]pyridin-3-yl]-acetic acid methyl ester (0.2 g, 0.54 mmol) in 4:1 THF/MeOH (5 ml). The reaction mixture is allowed to stir at room temperature for 4 hours and then the solvent is removed in vacuo. The crude residue is dissolved in 1:1 THF/water and acidified to pH 3-4 using 6M HCl. After stirring for 30 minutes the resulting suspension is filtered and dried in vacuo at 110° C. to yield the... Starting materials: COC1=C(NC=C1)C=O (3-Methoxypyrrole-2-carboxaldehyde), C1(=CC=CC=C1)C=1SC=2C(=C3CC(NC3=CC2)=O)N1 (2-phenyl-6,8-dihydro-thiazolo[4,5-e]indol-7-one), Cl (hydrochloric acid), O (water). The reagents and catalysts are N1CCCCC1 (piperidine). Solvent: CN(C)C=O (DMF). Run at temperature 90 celsius, time 1 hour. The product is COC1=C(NC=C1)\C=C\1/C(NC=2C=CC3=C(N=C(S3)C3=CC=CC=C3)C21)=O ((Z)-6,8-dihydro-8-[(3-methoxy-1H-pyrrol-2-yl)methylene]-2-phenyl-7H-pyrrolo[3,2-e]benzothiazol-7-one). As a reaction SMILES: [CH3:1][O:2][C:3]1[CH:7]=[CH:6][NH:5][C:4]=1[CH:8]=O.[C:10]1([C:16]2[S:17][C:18]3[C:19]([N:28]=2)=[C:20]2[C:24](=[CH:25][CH:26]=3)[NH:23][C:22](=[O:27])[CH2:21]2)[CH:15]=[CH:14][CH:13]=[CH:12][CH:11]=1.O.Cl>N1CCCCC1.CN(C=O)C>[CH3:1][O:2][C:3]1[CH:7]=[CH:6][NH:5][C:4]=1/[CH:8]=[C:21]1\[C:22](=[O:27])[NH:23][C:24]2[CH:25]=[CH:26][C:18]3[S:17][C:16]([C:10]4[CH:15]=[CH:14][CH:13]=[CH:12][CH:11]=4)=[N:28][C:19]=3[C:20]\1=2. Procedure: 3-Methoxypyrrole-2-carboxaldehyde (11 mg, 0.088 mmol)(Bellamy, supra), piperidine (3 drops)(Aldrich), and 2-phenyl-6,8-dihydro-thiazolo[4,5-e]indol-7-one (21.4 mg, 0.08 mmol) (Example 3) were dissolved in DMF (3 mL). The mixture was heated to 90° C. and stirred at that temperature for 1 h. The mixture was cooled, poured into water, and acidified with concentrated hydrochloric acid. The mixture was extracted with ethyl acetate, and the combined organic extracts were washed with water, brine, and ... Starting materials: O[C@@H]1[C@H](N(CC1)C(=O)OC(C)(C)C)C(=O)OCC (1-(1,1-dimethylethyl) 2-ethyl(2S,3S)-3-hydroxy-1,2-pyrrolidinedicarboxylate), OC[C@H]1N(CC[C@@H]1C)C(=O)OC(C)(C)C (1,1-dimethylethyl(2S,3S)-2-(hydroxymethyl)-3-methyl-1-pyrrolidinecarboxylate). Product: O[C@@H]1[C@H](N(CC1)C(=O)OC(C)(C)C)CO (1,1-Dimethylethyl(2R,3S)-3-hydroxy-2-(hydroxymethyl)-1-pyrrolidinecarboxylate). Reaction SMILES: [OH:1][C@H:2]1[CH2:6][CH2:5][N:4]([C:7]([O:9][C:10]([CH3:13])([CH3:12])[CH3:11])=[O:8])[C@@H:3]1[C:14](OCC)=[O:15].OC[C@@H]1[C@@H](C)CCN1C(OC(C)(C)C)=O>>[OH:1][C@H:2]1[CH2:6][CH2:5][N:4]([C:7]([O:9][C:10]([CH3:11])([CH3:12])[CH3:13])=[O:8])[C@@H:3]1[CH2:14][OH:15]. Procedure details: The title compound was prepared from 1-(1,1-dimethylethyl) 2-ethyl(2S,3S)-3-hydroxy-1,2-pyrrolidinedicarboxylate using the methods used to prepare 1,1-dimethylethyl(2S,3S)-2-(hydroxymethyl)-3-methyl-1-pyrrolidinecarboxylate. 1H NMR (400 MHz, DMSO-D6) δ ppm 1.4 (s, 9H), 1.6 (m, 1H), 1.9 (m, 1H), 3.1 (m, 1H), 3.2 (m, 2H), 3.4 (m, 2H), 4.1 (m, 1H). ES+=218.24, 117.97 (-Boc). Solvent: C(C)N(CC)CC (triethylamine). The product is C1(=CC=CC=C1)N(C(=O)NC1=CC=NC=C1)C1=CC=CC=C1 (N,N-diphenyl-N'-(4-pyridinyl)urea). Procedure details: Employing the general method of Example 1, 27.5 g (0.12 mol) of diphenylcarbamic chloride and 20 g (0.12 mol) of 4-aminopyridine were heated under reflux for two hours in 150 ml of chloroform containing 12.0 g (0.12 mol) of triethylamine to produce the title compound as a pale yellow solid. RXN SMILES: [C:1]1([N:7]([C:11]2[CH:16]=[CH:15][CH:14]=[CH:13][CH:12]=2)[C:8](Cl)=[O:9])[CH:6]=[CH:5][CH:4]=[CH:3][CH:2]=1.[NH2:17][C:18]1[CH:23]=[CH:22][N:21]=[CH:20][CH:19]=1.C(Cl)(Cl)Cl>C(N(CC)CC)C>[C:1]1([N:7]([C:11]2[CH:16]=[CH:15][CH:14]=[CH:13][CH:12]=2)[C:8]([NH:17][C:18]2[CH:23]=[CH:22][N:21]=[CH:20][CH:19]=2)=[O:9])[CH:6]=[CH:5][CH:4]=[CH:3][CH:2]=1. The reactants are C1(=CC=CC=C1)N(C(=O)Cl)C1=CC=CC=C1 (diphenylcarbamic chloride), NC1=CC=NC=C1 (4-aminopyridine), C(Cl)(Cl)Cl (chloroform). Reactants: Cl.C[C@@H]1CC[C@H](CN1)OC1=NC=CC(=C1)C#N (2-{[(3R,6R)-6-methylpiperidin-3-yl]oxy}pyridine-4-carbonitrile hydrochloride), CCN(C(C)C)C(C)C (Hunig's Base), C(=O)(O)[O-].[Na+] (NaHCO3), N=1N(N=CC1)C1=C(C(=O)O)C=CC=C1 (2-(2H-1,2,3-triazol-2-yl)benzoic acid), ON1N=NC2=C1N=CC=C2 (1-hydroxy-7-azabenzotriazole), C(CCl)Cl (EDC). Run in CN(C)C=O (DMF), O (water), CN(C)C=O (DMF). Conditions: time 8 hour. The product is C[C@@H]1CC[C@H](CN1C(=O)C1=C(C=CC=C1)N1N=CC=N1)OC1=NC=CC(=C1)C#N (2-{[(3R,6R)-6-Methyl-1-{[2-(2H-1,2,3-triazol-2-yl)phenyl]carbonyl}piperidin-3-yl]oxy}pyridine-4-carbonitrile). RXN SMILES: [N:1]1[N:2]([C:6]2[CH:14]=[CH:13][CH:12]=[CH:11][C:7]=2[C:8]([OH:10])=O)[N:3]=[CH:4][CH:5]=1.ON1C2N=CC=CC=2N=N1.C(Cl)CCl.Cl.[CH3:30][C@H:31]1[NH:36][CH2:35][C@H:34]([O:37][C:38]2[CH:43]=[C:42]([C:44]#[N:45])[CH:41]=[CH:40][N:39]=2)[CH2:33][CH2:32]1.CCN(C(C)C)C(C)C.C([O-])(O)=O.[Na+]>CN(C=O)C.O>[CH3:30][C@H:31]1[N:36]([C:8]([C:7]2[CH:11]=[CH:12][CH:13]=[CH:14][C:6]=2[N:2]2[N:1]=[CH:5][CH:4]=[N:3]2)=[O:10])[CH2:35][C@H:34]([O:37][C:38]2[CH:43]=[C:42]([C:44]#[N:45])[CH:41]=[CH:40][N:39]=2)[CH2:33][CH2:32]1 |f:3.4,6.7|. Procedure details: A solution of 2-(2H-1,2,3-triazol-2-yl)benzoic acid (2.46 g, 13.0 mmol) (prepared as described in WO2008/147518, WO2009/143033 and WO2010/048012), 1-hydroxy-7-azabenzotriazole (1.77 g, 13.0 mmol), and EDC (2.95 g, 15.4 mmol) in DMF (20 mL) was stirred for 5 min. A solution of 2-{[(3R,6R)-6-methylpiperidin-3-yl]oxy}pyridine-4-carbonitrile hydrochloride (3.0 g, 11.8 mmol) in DMF (20 mL) and Hunig's Base (6.20 ml, 35.5 mmol) was added quickly dropwise via addition funnel. The reaction was stirred a... Starting materials: Cl, [Li+], [OH-], O, CCOC(=O)C=Cc1ccc(C(=C(CC)c2ccccc2)c2ccc3[nH]ncc3c2)cc1. As a reaction SMILES: [ClH:35].[Li+:34].[OH-:33].[OH2:36].[nH:1]1[n:2][cH:3][c:4]2[cH:5][c:6]([C:10](=[C:11]([CH2:12][CH3:13])[c:14]3[cH:15][cH:16][cH:17][cH:18][cH:19]3)[c:20]3[cH:21][cH:22][c:23]([CH:26]=[CH:27][C:28](=[O:29])[O:30][CH2:31][CH3:32])[cH:24][cH:25]3)[cH:7][cH:8][c:9]12>>[nH:1]1[n:2][cH:3][c:4]2[cH:5][c:6]([C:10](=[C:11]([CH2:12][CH3:13])[c:14]3[cH:15][cH:16][cH:17][cH:18][cH:19]3)[c:20]3[cH:21][cH:22][c:23]([CH:26]=[CH:27][C:28](=[O:29])[OH:30])[cH:24][cH:25]3)[cH:7][cH:8][c:9]12. The product is CCC(=C(c1ccc(C=CC(=O)O)cc1)c1ccc2[nH]ncc2c1)c1ccccc1.